This data is from the Open Reaction Database (ORD), a public repository of structured organic reaction records. The task is: describe an organic reaction: reactants, conditions, products, and yield Reaction SMILES: [CH3:1][O:2][C:3](=[O:39])[CH2:4][CH2:5][C:6]1[CH:11]=[CH:10][C:9]([F:12])=[CH:8][C:7]=1[CH2:13][CH:14]1[CH:19]([C:20](=O)[NH:21][CH:22]([C:25](=[O:36])[NH:26][CH2:27][CH2:28][CH2:29][CH2:30][CH2:31][CH2:32][CH2:33][CH2:34][CH3:35])[CH2:23][OH:24])[CH:18]2[O:38][CH:15]1[CH2:16][CH2:17]2.CCN(S(F)(F)F)CC.C(=O)([O-])[O-].[K+].[K+].C([O-])(O)=O.[Na+]>ClCCl>[CH3:1][O:2][C:3](=[O:39])[CH2:4][CH2:5][C:6]1[CH:11]=[CH:10][C:9]([F:12])=[CH:8][C:7]=1[CH2:13][CH:14]1[CH:19]([C:20]2[O:24][CH2:23][CH:22]([C:25](=[O:36])[NH:26][CH2:27][CH2:28][CH2:29][CH2:30][CH2:31][CH2:32][CH2:33][CH2:34][CH3:35])[N:21]=2)[CH:18]2[O:38][CH:15]1[CH2:16][CH2:17]2 |f:2.3.4,5.6|. Starting materials: COC(CCC1=C(C=C(C=C1)F)CC1C2CCC(C1C(NC(CO)C(NCCCCCCCCC)=O)=O)O2)=O (3-{4-Fluoro-2-[3-(2-hydroxy-1-nonylcarbamoyl-ethylcarbamoyl)-7-oxa-bicyclo[2.2.1]hept-2-ylmethyl]-phenyl}-propionic acid methyl ester), CCN(CC)S(F)(F)F (DAST), C(=O)(O)[O-].[Na+] (NaHCO3), C([O-])([O-])=O.[K+].[K+] (potassium carbonate). Conditions: time 2.5 hour. Solvent: ClCCl (dichloromethane). Product: COC(CCC1=C(C=C(C=C1)F)CC1C2CCC(C1C=1OCC(N1)C(NCCCCCCCCC)=O)O2)=O (3-{4-Fluoro-2-[3-(4-nonylcarbamoyl-4,5-dihydro-oxazol-2-yl)-7-oxa-bicyclo[2.2.1]hept-2-ylmethyl]-phenyl}-propionic acid methyl ester). Procedure details: To a solution of 3-{4-Fluoro-2-[3-(2-hydroxy-1-nonylcarbamoyl-ethylcarbamoyl)-7-oxa-bicyclo[2.2.1]hept-2-ylmethyl]-phenyl}-propionic acid methyl ester (14.86 mmol) in dichloromethane (200 ml), at −78° C. and under nitrogen atmosphere, DAST (3.93 mL, 29.72 mmol) was added and the resulting mixture was stirred at room temperature for 2.5 h. After this time, potassium carbonate (4.11 g, 29.72 mmol) was added and the solution was stirred for another hour. Then saturated solution of NaHCO3 (200 mL) w... The reactants are N1=C(C=CC=C1)C(C1=CC=CC=C1)O (2-Pyridylbenzylalcohol), ClC1=CC=[N+](C=C1)[O-] (4-chloropyridine-N-oxide), [H-].[Na+] (NaH). Run in O1CCOCC1 (1,4-dioxane). Conditions: temperature 120 celsius, time 30 minute. Yields the product CO.N (methanol ammonia), N1=C(C=CC=C1)COC1=CC=[N+](C=C1)[O-] (4-(Pyridin-2-ylmethoxy)pyridine 1-oxide). Isolated yield 38.8%. RXN SMILES: [N:1]1[CH:6]=[CH:5][CH:4]=[CH:3][C:2]=1[CH:7]([OH:14])C1C=CC=CC=1.[H-].[Na+].Cl[C:18]1[CH:23]=[CH:22][N+:21]([O-:24])=[CH:20][CH:19]=1>O1CCOCC1>[CH3:7][OH:14].[NH3:1].[N:1]1[CH:6]=[CH:5][CH:4]=[CH:3][C:2]=1[CH2:7][O:14][C:18]1[CH:23]=[CH:22][N+:21]([O-:24])=[CH:20][CH:19]=1 |f:1.2,5.6|. Procedure details: 2-Pyridylbenzylalcohol (1.67 g, 15.3 mmol) was dissolved in 1,4-dioxane (25 mL) and NaH (0.92 g, 23 mmol) was added. After stirring for 30 minutes, 4-chloropyridine-N-oxide (2.27 g, 17.5 mmol) was added and the reaction mixture was heated for 1 h at 120° C. Upon cooling, the mixture was purified by column chromatography (40 g ISCO column eluting with methylene chloride and a methanol/ammonia mixture (10:1), gradient 100% methylene chloride to 90% methylene chloride over 30 min at 40 mL/min) to p... Starting materials: O=C(O)C(O)C(O)C(=O)O, BrCc1ccccc1, CN(C)C=O, [Li+], [OH-], CC12CCC3c4ccc(O)cc4CC(O)C3C1CCC2=O. The product is CC12CCC3c4ccc(OCc5ccccc5)cc4CC(O)C3C1CCC2=O. As a reaction SMILES: [C:32]([OH:33])(=[O:34])[CH:35]([CH:36]([C:37]([OH:38])=[O:39])[OH:40])[OH:41].[CH2:1]([c:2]1[cH:3][cH:4][cH:5][cH:6][cH:7]1)[Br:8].[CH3:42][N:43]([CH3:44])[CH:45]=[O:46].[Li+:30].[OH-:31].[OH:9][c:10]1[cH:11][c:12]2[c:25]([cH:26][cH:27]1)[CH:24]1[CH:15]([CH:14]([OH:29])[CH2:13]2)[CH:16]2[CH2:17][CH2:18][C:19](=[O:28])[C:20]2([CH3:21])[CH2:22][CH2:23]1>>[CH2:1]([c:2]1[cH:3][cH:4][cH:5][cH:6][cH:7]1)[O:9][c:10]1[cH:11][c:12]2[c:25]([cH:26][cH:27]1)[CH:24]1[CH:15]([CH:14]([OH:29])[CH2:13]2)[CH:16]2[CH2:17][CH2:18][C:19](=[O:28])[C:20]2([CH3:21])[CH2:22][CH2:23]1. Reactants: N#CBr (Cyanogen bromide), C1OC=2C(=C(C=CC2O1)N)N (3,4-methylenedioxy-o-phenylenediamine), O (water). The solvent is C(C)O (ethanol). Product: NC=1NC2=C(N1)C=C1C(=C2)OCO1 (2-amino-5,6-methylenedioxybenzimidazole). As a reaction SMILES: [N:1]#[C:2]Br.[CH2:4]1[O:12][C:11]2[CH:10]=[CH:9][C:8]([NH2:13])=[C:7]([NH2:14])[C:6]=2O1.[OH2:15]>C(O)C>[NH2:1][C:2]1[NH:13][C:8]2[CH:9]=[C:10]3[O:15][CH2:4][O:12][C:11]3=[CH:6][C:7]=2[N:14]=1. Reported procedure: Cyanogen bromide (3.4 g.) in water (60 ml.) was added to 3,4-methylenedioxy-o-phenylenediamine (3.8 g.) in ethanol (60 ml.) to give 2-amino-5,6-methylenedioxybenzimidazole (4.4 g.) m.p. 230°-243° C. Reactants: N1=CC(=CC=C1)C1=CC=NC=2N1C=NC2 (4-(3-pyridyl)imidazo-[1,5-a]pyrimidine), ClN1C(CCC1=O)=O (N-chlorosuccinimide). Solvent: ClCCl (dichloromethane). Yields the product ClC=1N=CN2C1N=CC=C2C=2C=NC=CC2 (8-chloro-4-(3-pyridyl)imidazo[1,5-a]pyrimidine). RXN SMILES: [N:1]1[CH:6]=[CH:5][CH:4]=[C:3]([C:7]2[N:12]3[CH:13]=[N:14][CH:15]=[C:11]3[N:10]=[CH:9][CH:8]=2)[CH:2]=1.[Cl:16]N1C(=O)CCC1=O>ClCCl>[Cl:16][C:15]1[N:14]=[CH:13][N:12]2[C:7]([C:3]3[CH:2]=[N:1][CH:6]=[CH:5][CH:4]=3)=[CH:8][CH:9]=[N:10][C:11]=12. Reported procedure: A mixture of 0.01 mol of 4-(3-pyridyl)imidazo[1,5-a]pyrimidine (prepared as described in Example 24) and N-chlorosuccinimide (0.013 mol) in 50 ml. of dichloromethane can be refluxed on a steam bath for 3 hours. The reaction mixture can be poured into 100 ml. of ice cold 2.5 N sodium hydroxide solution, the organic layer separated, and dried over anhydrous sodium sulfate, and then passed through a short column of hydrous magnesium silicate. The effluent can be refluxed on a steam bath with the gr... The reactants are NC1=CC=C(C(=O)N(C=2C=NC=CC2)CCN2CCC(CC2)C(C2=CC=C(C=C2)F)=O)C=C1 (4-amino-N-{2-[4-(4-fluorobenzoyl)piperidino]ethyl}-N-(3-pyridyl)benzamide), C(C)(=O)OC(C)=O (acetic anhydride). The product is C(C)(=O)NC1=CC=C(C(=O)N(C=2C=NC=CC2)CCN2CCC(CC2)C(C2=CC=C(C=C2)F)=O)C=C1 (4-Acetylamino-N-{2-[4-(4-fluorobenzoyl)piperidino]ethyl}-N-(3-pyridyl)benzamide). Yield: 92.3%. As a reaction SMILES: [NH2:1][C:2]1[CH:33]=[CH:32][C:5]([C:6]([N:8]([CH2:15][CH2:16][N:17]2[CH2:22][CH2:21][CH:20]([C:23](=[O:31])[C:24]3[CH:29]=[CH:28][C:27]([F:30])=[CH:26][CH:25]=3)[CH2:19][CH2:18]2)[C:9]2[CH:10]=[N:11][CH:12]=[CH:13][CH:14]=2)=[O:7])=[CH:4][CH:3]=1.[C:34](OC(=O)C)(=[O:36])[CH3:35]>>[C:34]([NH:1][C:2]1[CH:33]=[CH:32][C:5]([C:6]([N:8]([CH2:15][CH2:16][N:17]2[CH2:22][CH2:21][CH:20]([C:23](=[O:31])[C:24]3[CH:25]=[CH:26][C:27]([F:30])=[CH:28][CH:29]=3)[CH2:19][CH2:18]2)[C:9]2[CH:10]=[N:11][CH:12]=[CH:13][CH:14]=2)=[O:7])=[CH:4][CH:3]=1)(=[O:36])[CH3:35]. Procedure: Using 4-amino-N-{2-[4-(4-fluorobenzoyl)piperidino]ethyl}-N-(3-pyridyl)benzamide (150.0 mg, 0.335 mmol) and acetic anhydride (0.038 ml, 0.40 mmol), the procedure of Inventive Example 94 was repeated to obtain 151.0 mg (95.6%) of the title compound in a colorless amorphous form. Reactants: C(C=C)(=O)OC (methyl acrylate), C(C)(C)(C)C1=C(C(=CC=C1)C(C)(C)C)O (2,6-di-tert-butylphenol). Conditions: temperature 140 celsius. Yields the product C(C)(C)(C)C=1C=C(CCC(=O)OC)C=C(C1O)C(C)(C)C (3,5-di-tert-butyl-4-hydroxyhydrocinnamic acid, methyl ester). Reaction SMILES: [C:1]([O:5][CH3:6])(=[O:4])[CH:2]=[CH2:3].[C:7]([C:11]1[CH:16]=[CH:15][CH:14]=[C:13]([C:17]([CH3:20])([CH3:19])[CH3:18])[C:12]=1[OH:21])([CH3:10])([CH3:9])[CH3:8]>>[C:17]([C:13]1[CH:14]=[C:15]([CH:16]=[C:11]([C:7]([CH3:10])([CH3:9])[CH3:8])[C:12]=1[OH:21])[CH2:3][CH2:2][C:1]([O:5][CH3:6])=[O:4])([CH3:20])([CH3:19])[CH3:18]. Procedure: The reaction was heated to 140° C. to remove the water/toluene azeotrope. A white slurry was obtained and 7.2 g hazy toluene was collected in the trap. The Dean-Stark trap was removed and a cooling condenser was connected to the reactor. The heating was reset to 120° C. Vigorous condensation was observed and 99.1 g (1.15 mol) of methyl acrylate was added over a 45-minute period. After three hours of heating at 120° C., the 2,6-di-tert-butylphenol conversion was about 98.5% complete. Starting materials: FC=1C=C(C=CC1)C1=C2CC(NC2=CC=C1)=O (4-(3-fluoro-phenyl)-1,3-dihydro-indol-2-one), CN([C@H]1CN(CC1)C(=O)C1=C(NC(=C1)C)C=O)C (3[(3R)-3-dimethylamino-pyrrolidine-1-carbonyl]-5-methyl-1H-pyrrole-2-carbaldehyde). The reagents and catalysts are N1CCCCC1 (piperidine). Solvent: C(C)O (ethanol). Run at time 3 day. The product is CN([C@H]1CN(CC1)C(=O)C1=C(NC(=C1)C)C=C1C(NC2=CC=CC(=C12)C1=CC(=CC=C1)F)=O)C (3-[3-[(3R)-3-dimethylamino-pyrrolidine-1-carbonyl]-5-methyl-1H-pyrrol-2-ylmethylene]-4-(3-fluoro-phenyl)-1,3-dihydro-indol-2-one). Reaction SMILES: [F:1][C:2]1[CH:3]=[C:4]([C:8]2[CH:16]=[CH:15][CH:14]=[C:13]3[C:9]=2[CH2:10][C:11](=[O:17])[NH:12]3)[CH:5]=[CH:6][CH:7]=1.[CH3:18][N:19]([CH3:35])[C@@H:20]1[CH2:24][CH2:23][N:22]([C:25]([C:27]2[CH:31]=[C:30]([CH3:32])[NH:29][C:28]=2[CH:33]=O)=[O:26])[CH2:21]1>C(O)C.N1CCCCC1>[CH3:18][N:19]([CH3:35])[C@@H:20]1[CH2:24][CH2:23][N:22]([C:25]([C:27]2[CH:31]=[C:30]([CH3:32])[NH:29][C:28]=2[CH:33]=[C:10]2[C:9]3[C:13](=[CH:14][CH:15]=[CH:16][C:8]=3[C:4]3[CH:5]=[CH:6][CH:7]=[C:2]([F:1])[CH:3]=3)[NH:12][C:11]2=[O:17])=[O:26])[CH2:21]1. Procedure: To a solution of 4-(3-fluoro-phenyl)-1,3-dihydro-indol-2-one (56.8 mg, 0.25 mmol) and 3[(3R)-3-dimethylamino-pyrrolidine-1-carbonyl]-5-methyl-1H-pyrrole-2-carbaldehyde (64.8 mg, 0.26 mmol) in ethanol (2 mL) was added piperidine (3 drops). The reaction mixture was stirred at room temperature for three days. A yellow solid product was precipitated out, filtered, washed by ethanol for three times, and dried under high vacuum to provide pure product 3-[3-[(3R)-3-dimethylamino-pyrrolidine-1-carbonyl]...